This data is from the Open Reaction Database (ORD), a public repository of structured organic reaction records. The task is: describe an organic reaction: reactants, conditions, products, and yield Yield: 36664.7%. Reactants: C(C)[Zn]CC (diethylzinc), ClCI (chloroiodomethane), C(C)(C)(C)OC(=O)N1CC(C(CC1)=C)O (3-hydroxy-4-methylene-piperidine-1-carboxylic acid tert-butyl ester). Solvent: ClCCCl (1,2-dichloroethane), ClCCCl (1,2-dichloroethane). Reaction conditions: temperature 0 celsius, time 0.5 hour. Procedure details: To a solution of diethylzinc (1.1 M solution in toluene, 37.5 ml, 0.04 mmol) in 1,2-dichloroethane (80 ml) at 0° C. was added chloroiodomethane (5.99 ml, 0.08 mmol) under Ar. This mixture was stirred for 15 minutes before a solution of 3-hydroxy-4-methylene-piperidine-1-carboxylic acid tert-butyl ester (J. Org. Chem. 2001, 66, 2487) (4.19 g, 19.6 mmol) in 1,2-dichloroethane (10 ml) was added, after which time the reaction was stirred for 0.5 h at 0° C. and then allowed to reach room temperature,... RXN SMILES: [CH2:1]([Zn]CC)C.[Cl:6]CI.C(OC([N:16]1[CH2:21][CH2:20][C:19](=[CH2:22])[CH:18]([OH:23])[CH2:17]1)=O)(C)(C)C>ClCCCl>[ClH:6].[CH2:22]1[C:19]2([CH2:20][CH2:21][NH:16][CH2:17][C@H:18]2[OH:23])[CH2:1]1 |f:4.5|. The product is Cl.C1CC12[C@@H](CNCC2)O ((S)-6-Aza-spiro[2.5]octan-4-ol hydrochloride).